Task: describe an organic reaction: reactants, conditions, products, and yield. Dataset: the Open Reaction Database (ORD), a public repository of structured organic reaction records The reactants are C1C(C)O1 (propylene oxide), Cl (HCl), Cl.Cl.C1(=CC=CC=C1)COCC(C(=O)O)N1CCN(CCN(CCNCC1)C(C(=O)O)COCC1=CC=CC=C1)C(C(=O)O)COCC1=CC=CC=C1 (α,α′,α″-tris[(phenylmethoxy)methyl]-1,4,7,10-tetraazacyclododecane-1,4,7-triacetic acid bis hydrochloride), [OH-].[K+] (KOH). Solvent: O (H2O). Run at time 15 minute. Yields the product Cl.Cl.OC(CN1CCN(CCN(CCN(CC1)C(C(=O)O)COCC1=CC=CC=C1)C(C(=O)O)COCC1=CC=CC=C1)C(C(=O)O)COCC1=CC=CC=C1)C (10-(2-Hydroxypropyl)-α,α′,α″-tris[(phenylmethoxy)methyl]-1,4,7,10-tetraazacyclododecane-1,4,7-triacetic acid bis hydrochloride). The yield is 185.0%. RXN SMILES: [CH2:1]1[O:4][CH:2]1[CH3:3].[ClH:5].Cl.[C:7]1([CH2:13][O:14][CH2:15][CH:16]([N:20]2[CH2:31][CH2:30][NH:29][CH2:28][CH2:27][N:26]([CH:32]([CH2:36][O:37][CH2:38][C:39]3[CH:44]=[CH:43][CH:42]=[CH:41][CH:40]=3)[C:33]([OH:35])=[O:34])[CH2:25][CH2:24][N:23]([CH:45]([CH2:49][O:50][CH2:51][C:52]3[CH:57]=[CH:56][CH:55]=[CH:54][CH:53]=3)[C:46]([OH:48])=[O:47])[CH2:22][CH2:21]2)[C:17]([OH:19])=[O:18])[CH:12]=[CH:11][CH:10]=[CH:9][CH:8]=1.[OH-].[K+].Cl>O>[ClH:5].[ClH:5].[OH:4][CH:2]([CH3:3])[CH2:1][N:29]1[CH2:30][CH2:31][N:20]([CH:16]([CH2:15][O:14][CH2:13][C:7]2[CH:8]=[CH:9][CH:10]=[CH:11][CH:12]=2)[C:17]([OH:19])=[O:18])[CH2:21][CH2:22][N:23]([CH:45]([CH2:49][O:50][CH2:51][C:52]2[CH:57]=[CH:56][CH:55]=[CH:54][CH:53]=2)[C:46]([OH:48])=[O:47])[CH2:24][CH2:25][N:26]([CH:32]([CH2:36][O:37][CH2:38][C:39]2[CH:40]=[CH:41][CH:42]=[CH:43][CH:44]=2)[C:33]([OH:35])=[O:34])[CH2:27][CH2:28]1 |f:1.2.3,4.5,8.9.10|. Procedure details: 4.7 g (0.08 mol) of propylene oxide were added drop by drop, in 15 minutes, to a solution of α,α′,α″-tris[(phenylmethoxy)methyl]-1,4,7,10-tetraazacyclododecane-1,4,7-triacetic acid bis hydrochloride (obtained as described in WO 89/05802, Example 2) (31.2 g; 0.04 mol) in 2N KOH (160 mL; 0.32 mol). After 18 hours at room temperature (20° C.), the reaction mixture was diluted with H2O (250 mL). The solution was acidified with 37% HCl (60 mL), to obtain a precipitate which, after 18 hours, was filte... Procedure: 1-methylcyclohexanol (30 g, 0.26 mol) was placed in a 100 mL three necked round bottomed flask and was stirred. The flask was cooled in a brine/ice bath, dropping funnel fitted and fitted with a static N2 supply. The dropping funnel was charged with 98% sulfuric acid (16.14 ml) and water (6.45 ml) giving a 70% sulfuric acid solution. This was added dropwise to the 1-methylcyclohexanol and stirring continued to give a viscous brown mixture. The bath was recharged with ice/brine, dropping funnel r... As a reaction SMILES: [CH3:1][C:2]1(O)[CH2:7][CH2:6][CH2:5][CH2:4][CH2:3]1.[OH:9][OH:10]>>[CH3:1][C:2]1([O:9][O:10][C:2]2([CH3:1])[CH2:7][CH2:6][CH2:5][CH2:4][CH2:3]2)[CH2:7][CH2:6][CH2:5][CH2:4][CH2:3]1. The reactants are CC1(CCCCC1)O (1-methylcyclohexanol), ice brine, OO (hydrogen peroxide). Product: CC1(CCCCC1)OOC1(CCCCC1)C (Di(1-methyl-cyclohexyl)peroxide). The reactants are BrC1=C(C=CC(=C1)C(F)(F)F)/C=C/C(=O)NC=1C=C2C=CNC2=CC1 ((2E)-3-[2-bromo-4-(trifluoromethyl)phenyl]-N-indol-5-ylprop-2-enamide), N1=CC(=CC=C1)B(O)O (pyridine-3-boronic acid). The product is N1C=CC2=CC(=CC=C12)NC(\C=C\C1=C(C=C(C=C1)C(F)(F)F)C=1C=NC=CC1)=O ((2E)-N-Indol-5-yl-3-[2-(3-pyridyl)-4-(trifluoromethyl)phenyl]prop-2-enamide). As a reaction SMILES: Br[C:2]1[CH:7]=[C:6]([C:8]([F:11])([F:10])[F:9])[CH:5]=[CH:4][C:3]=1/[CH:12]=[CH:13]/[C:14]([NH:16][C:17]1[CH:18]=[C:19]2[C:23](=[CH:24][CH:25]=1)[NH:22][CH:21]=[CH:20]2)=[O:15].[N:26]1[CH:31]=[CH:30][CH:29]=[C:28](B(O)O)[CH:27]=1>>[NH:22]1[C:23]2[C:19](=[CH:18][C:17]([NH:16][C:14](=[O:15])/[CH:13]=[CH:12]/[C:3]3[CH:4]=[CH:5][C:6]([C:8]([F:11])([F:10])[F:9])=[CH:7][C:2]=3[C:28]3[CH:27]=[N:26][CH:31]=[CH:30][CH:29]=3)=[CH:25][CH:24]=2)[CH:20]=[CH:21]1. Reported procedure: Analogous to the procedure used to prepare Example 100, (2E)-3-[2-bromo-4-(trifluoromethyl)phenyl]-N-indol-5-ylprop-2-enamide, Example 97, (120 mg, 0.29 mmol) and pyridine-3-boronic acid (58 mg, 0.47 mmol, Frontier Scientific) provided, after purification by silica gel chromatography (gradient: 0-20%EtOAc in hexane), the title product as a yellow solid. MP 196-197° C. MS (ESI, pos. ion) m/z: 408 (M+1). The reactants are C(C)OP(=O)(OCC)CCCC(=O)N(C(C)C)CC=1C=C(C(=O)NC=2SC3=C(C2C(=O)NC2=CC=C(C=C2)CCC2=CC=C(C(=O)O)C=C2)CCCC3)C=CC1 (4-[2-(4-{[(2-{[3-({[4-(diethoxyphosphoryl)butanoyl](isopropyl)amino}methyl)benzoyl]amino}-4,5,6,7-tetrahydro-1-benzothiophen-3-yl)carbonyl]amino}phenyl)ethyl]benzoic acid), Br[Si](C)(C)C (bromotrimethylsilane), C(Cl)(Cl)Cl (chloroform). Solvent: O (Water). Reaction conditions: time 8 hour. Yields the product C(C)OP(=O)(O)CCCC(=O)N(C(C)C)CC=1C=C(C(=O)NC=2SC3=C(C2C(=O)NC2=CC=C(C=C2)CCC2=CC=C(C(=O)O)C=C2)CCCC3)C=CC1 (4-(2-{4-[({2-[(3-{[{4-[ethoxy(hydroxy)phosphoryl]butanoyl}(isopropyl)amino]methyl}benzoyl)amino]-4,5,6,7-tetrahydro-1-benzothiophen-3-yl}carbonyl)amino]phenyl}ethyl)benzoic acid). Isolated yield 24.2%. Reaction SMILES: [CH2:1]([O:3][P:4]([CH2:9][CH2:10][CH2:11][C:12]([N:14]([CH2:18][C:19]1[CH:20]=[C:21]([CH:54]=[CH:55][CH:56]=1)[C:22]([NH:24][C:25]1[S:26][C:27]2[CH2:53][CH2:52][CH2:51][CH2:50][C:28]=2[C:29]=1[C:30]([NH:32][C:33]1[CH:38]=[CH:37][C:36]([CH2:39][CH2:40][C:41]2[CH:49]=[CH:48][C:44]([C:45]([OH:47])=[O:46])=[CH:43][CH:42]=2)=[CH:35][CH:34]=1)=[O:31])=[O:23])[CH:15]([CH3:17])[CH3:16])=[O:13])([O:6]CC)=[O:5])[CH3:2].Br[Si](C)(C)C.C(Cl)(Cl)Cl>O>[CH2:1]([O:3][P:4]([CH2:9][CH2:10][CH2:11][C:12]([N:14]([CH2:18][C:19]1[CH:20]=[C:21]([CH:54]=[CH:55][CH:56]=1)[C:22]([NH:24][C:25]1[S:26][C:27]2[CH2:53][CH2:52][CH2:51][CH2:50][C:28]=2[C:29]=1[C:30]([NH:32][C:33]1[CH:34]=[CH:35][C:36]([CH2:39][CH2:40][C:41]2[CH:42]=[CH:43][C:44]([C:45]([OH:47])=[O:46])=[CH:48][CH:49]=2)=[CH:37][CH:38]=1)=[O:31])=[O:23])[CH:15]([CH3:17])[CH3:16])=[O:13])([OH:6])=[O:5])[CH3:2]. Procedure details: A mixture of 180 mg of 4-[2-(4-{[(2-{[3-({[4-(diethoxyphosphoryl)butanoyl](isopropyl)amino}methyl)benzoyl]amino}-4,5,6,7-tetrahydro-1-benzothiophen-3-yl)carbonyl]amino}phenyl)ethyl]benzoic acid, 0.040 mL of bromotrimethylsilane, and 3.6 mL of chloroform was stirred overnight at room temperature. Water was added to the reaction mixture, followed by extraction with chloroform. The organic layer was dried over anhydrous sodium sulfate, and the solvent was removed under reduced pressure. The residue... The reactants are Cc1c(C=O)[nH]c2c1C(=O)N(CCN1CCCCC1)CCC2, Cc1cccc2c1CC(=O)N2. Yields the product Cc1cccc2c1C(=Cc1[nH]c3c(c1C)C(=O)N(CCN1CCCCC1)CCC3)C(=O)N2. RXN SMILES: [CH3:1][c:2]1[c:3]([CH:21]=[O:22])[nH:4][c:5]2[c:6]1[C:7](=[O:20])[N:8]([CH2:12][CH2:13][N:14]1[CH2:15][CH2:16][CH2:17][CH2:18][CH2:19]1)[CH2:9][CH2:10][CH2:11]2.[CH3:23][c:24]1[c:25]2[c:29]([cH:30][cH:31][cH:32]1)[NH:28][C:27](=[O:33])[CH2:26]2>>[CH3:1][c:2]1[c:3]([CH:21]=[C:26]2[c:25]3[c:24]([CH3:23])[cH:32][cH:31][cH:30][c:29]3[NH:28][C:27]2=[O:33])[nH:4][c:5]2[c:6]1[C:7](=[O:20])[N:8]([CH2:12][CH2:13][N:14]1[CH2:15][CH2:16][CH2:17][CH2:18][CH2:19]1)[CH2:9][CH2:10][CH2:11]2.